The task is: describe an organic reaction: reactants, conditions, products, and yield. This data is from the Open Reaction Database (ORD), a public repository of structured organic reaction records. The reactants are BrC1=CC(=C(C(=O)O)C=C1)C (4-bromo-2-methylbenzoic acid), CI (MeI), O (Water), 2,2,6,6-TMPH, [Li]CCCC (n-BuLi). Solvent: C1CCOC1 (THF), C1CCOC1 (THF), C1CCOC1 (THF). Yields the product BrC1=CC(=C(C(=O)O)C=C1)CC (4-bromo-2-ethylbenzoic acid). Yield: 67.0%. Reaction SMILES: [Li][CH2:2]CCC.[Br:6][C:7]1[CH:15]=[CH:14][C:10]([C:11]([OH:13])=[O:12])=[C:9]([CH3:16])[CH:8]=1.CI.O>C1COCC1>[Br:6][C:7]1[CH:15]=[CH:14][C:10]([C:11]([OH:13])=[O:12])=[C:9]([CH2:16][CH3:2])[CH:8]=1. Reported procedure: To a yellow solution of 2,2,6,6-TMPH (8.30 g, 58.88 mmol) in THF (9 mL) was added n-BuLi (25 mL) slowly at −78° C. under protection of nitrogen. Thereto, the mixture was warmed up to room temperature, stirred at this temperature for an hour, and then cooled to −78° C. again. A solution of 4-bromo-2-methylbenzoic acid (6.0 g, 28.04 mmol) in THF (60 mL) was added slowly, kept stirring at this temperature for an hour, added MeI (7.96 g, 56.07 mmol) solution (in 35 mL THF), the mixture above was the... Starting materials: N1N=CC=C1C(=O)OC (methyl 1H-pyrazole-5-carboxylate), C([O-])([O-])=O.[Cs+].[Cs+] (cesium carbonate), IC(C)C (2-iodopropane). Solvent: C(C)#N (acetonitrile). Run at temperature 20 celsius, time 18 hour. The product is CC(C)N1N=CC=C1C(=O)OC (methyl 1-(1-methylethyl)-1H-pyrazole-5-carboxylate). Reaction SMILES: [NH:1]1[C:5]([C:6]([O:8][CH3:9])=[O:7])=[CH:4][CH:3]=[N:2]1.C(=O)([O-])[O-].[Cs+].[Cs+].I[CH:17]([CH3:19])[CH3:18]>C(#N)C>[CH3:18][CH:17]([N:1]1[C:5]([C:6]([O:8][CH3:9])=[O:7])=[CH:4][CH:3]=[N:2]1)[CH3:19] |f:1.2.3|. Reported procedure: To a solution of methyl 1H-pyrazole-5-carboxylate (0.6 g) (available from Fluorochem), in acetonitrile (50 ml) was added cesium carbonate (1.55 g) followed by 2-iodopropane (0.476 ml) and the mixture stirred at 20° C. for 18 h. The solvent was removed in vacuo and the residue was partitioned between water (20 ml) and DCM (20 ml) and separated by hydrophobic frit. Purification by chromatography on silica gel (50 g silica), eluting with a gradient of 0-100% ethyl acetate in cyclohexane gave methyl... Starting materials: FC(F)(F)c1ccc(C=Cc2nc(CCl)co2)cc1, [H-], [Na+], Oc1cccc(CCCn2ccnn2)c1. Yields the product FC(F)(F)c1ccc(C=Cc2nc(COc3cccc(CCCn4ccnn4)c3)co2)cc1. Reaction SMILES: [Cl:18][CH2:19][c:20]1[n:21][c:22]([CH:25]=[CH:26][c:27]2[cH:28][cH:29][c:30]([C:33]([F:34])([F:35])[F:36])[cH:31][cH:32]2)[o:23][cH:24]1.[H-:16].[Na+:17].[n:1]1([CH2:6][CH2:7][CH2:8][c:9]2[cH:10][c:11]([OH:15])[cH:12][cH:13][cH:14]2)[n:2][n:3][cH:4][cH:5]1>>[n:1]1([CH2:6][CH2:7][CH2:8][c:9]2[cH:10][c:11]([O:15][CH2:19][c:20]3[n:21][c:22]([CH:25]=[CH:26][c:27]4[cH:28][cH:29][c:30]([C:33]([F:34])([F:35])[F:36])[cH:31][cH:32]4)[o:23][cH:24]3)[cH:12][cH:13][cH:14]2)[n:2][n:3][cH:4][cH:5]1. Procedure: Combine (1H-benzimidazol-2-yl)(1-benzylpiperidin-4-yl)amine (0.5 g, 1.6 mmol) and tetrahydrofuran (10 mL). Cool to −78° C. Add dropwise, a solution of potassium bis(trimethylsilyl)amide (3.6 mL, 0.5 M in toluene, 1.8 mmol). After 30 minutes, add 2-chloroethyl ethyl ether (0.2 g, 1.8 mmol). Warm to ambient temperature and heat to reflux. After 4 hours, add 2-chloroethyl ethyl ether (0.2 g, 1.8 mmol) and tetrabutylammonium bromide (0.1 g). After 12 hours, cool to ambient temperature and add water.... Run at temperature -78 celsius, time 30 minute. The reagents and catalysts are [Br-].C(CCC)[N+](CCCC)(CCCC)CCCC (tetrabutylammonium bromide). Product: C(C)OCCN1C(=NC2=C1C=CC=C2)NC2CCN(CC2)CC2=CC=CC=C2 ((1-(2-ethoxyethyl)-1H-benzimidazol-2-yl)(1-benzylpiperidin-4-yl)amine). Reaction SMILES: [NH:1]1[C:5]2[CH:6]=[CH:7][CH:8]=[CH:9][C:4]=2[N:3]=[C:2]1[NH:10][CH:11]1[CH2:16][CH2:15][N:14]([CH2:17][C:18]2[CH:23]=[CH:22][CH:21]=[CH:20][CH:19]=2)[CH2:13][CH2:12]1.[O:24]1[CH2:28][CH2:27][CH2:26][CH2:25]1.C[Si]([N-][Si](C)(C)C)(C)C.[K+].C(OCCCl)C>[Br-].C([N+](CCCC)(CCCC)CCCC)CCC.C(N(CC)CC)C.O>[CH2:25]([O:24][CH2:28][CH2:27][N:1]1[C:5]2[CH:6]=[CH:7][CH:8]=[CH:9][C:4]=2[N:3]=[C:2]1[NH:10][CH:11]1[CH2:16][CH2:15][N:14]([CH2:17][C:18]2[CH:23]=[CH:22][CH:21]=[CH:20][CH:19]=2)[CH2:13][CH2:12]1)[CH3:26] |f:2.3,5.6|. Starting materials: N1C(=NC2=C1C=CC=C2)NC2CCN(CC2)CC2=CC=CC=C2 ((1H-benzimidazol-2-yl)(1-benzylpiperidin-4-yl)amine), C(C)OCCCl (2-chloroethyl ethyl ether), C(C)OCCCl (2-chloroethyl ethyl ether), O1CCCC1 (tetrahydrofuran), C[Si](C)(C)[N-][Si](C)(C)C.[K+] (potassium bis(trimethylsilyl)amide). The solvent is C(C)N(CC)CC (triethylamine), O (water). The reactants are C(O)([O-])=O.[Na+] (sodium hydrogen carbonate), C(C)(C)(C)C=1C=C(C(=C(C1)NC(=O)C=1N(C2=C(C=CC=C2C1)CN1CCN(CC1)C(CN1CCN(CC1)C(=O)OC(C)(C)C)=O)C)OC)NS(=O)(=O)C (tert-butyl 4-(2-{4-[2-(5-tert-butyl-3-methanesulphonylamino-2-methoxy-phenylcarbamoyl)-1-methyl-1H-indol-7-ylmethyl]-piperazin-1-yl}-2-oxo-ethyl)-piperazine-1-carboxylate), solution, Cl (hydrogen chloride), C(C)(=O)OCC (ethyl acetate). The solvent is C(C)(C)O (isopropanol), ClCCl (dichloromethane). Reaction conditions: time 12 hour. Yields the product C(C)(C)(C)C=1C=C(C(=C(C1)NC(=O)C=1N(C2=C(C=CC=C2C1)CN1CCN(CC1)C(CN1CCNCC1)=O)C)OC)NS(=O)(=O)C (1-methyl-7-[4-(2-piperazin-1-yl-acetyl)-piperazin-1-ylmethyl]-1H-indole-2-carboxylic acid-(5-tert-butyl-3-methanesulphonylamino-2-methoxy-phenyl)-amide). As a reaction SMILES: [C:1]([C:5]1[CH:6]=[C:7]([NH:49][S:50]([CH3:53])(=[O:52])=[O:51])[C:8]([O:47][CH3:48])=[C:9]([NH:11][C:12]([C:14]2[N:15]([CH3:46])[C:16]3[C:21]([CH:22]=2)=[CH:20][CH:19]=[CH:18][C:17]=3[CH2:23][N:24]2[CH2:29][CH2:28][N:27]([C:30](=[O:45])[CH2:31][N:32]3[CH2:37][CH2:36][N:35](C(OC(C)(C)C)=O)[CH2:34][CH2:33]3)[CH2:26][CH2:25]2)=[O:13])[CH:10]=1)([CH3:4])([CH3:3])[CH3:2].Cl.C(=O)([O-])O.[Na+].C(OCC)(=O)C>ClCCl.C(O)(C)C>[C:1]([C:5]1[CH:6]=[C:7]([NH:49][S:50]([CH3:53])(=[O:51])=[O:52])[C:8]([O:47][CH3:48])=[C:9]([NH:11][C:12]([C:14]2[N:15]([CH3:46])[C:16]3[C:21]([CH:22]=2)=[CH:20][CH:19]=[CH:18][C:17]=3[CH2:23][N:24]2[CH2:25][CH2:26][N:27]([C:30](=[O:45])[CH2:31][N:32]3[CH2:37][CH2:36][NH:35][CH2:34][CH2:33]3)[CH2:28][CH2:29]2)=[O:13])[CH:10]=1)([CH3:4])([CH3:2])[CH3:3] |f:2.3|. Procedure details: 160 mg tert-butyl 4-(2-{4-[2-(5-tert-butyl-3-methanesulphonylamino-2-methoxy-phenylcarbamoyl)-1-methyl-1H-indol-7-ylmethyl]-piperazin-1-yl}-2-oxo-ethyl)-piperazine-1-carboxylate are dissolved in 5 ml dichloromethane, combined with 1 ml of a 5 M solution of hydrogen chloride in isopropanol and stirred for 12 hours at ambient temperature. Then the solvents are eliminated in vacuo and the residue is divided between saturated aqueous sodium hydrogen carbonate solution and ethyl acetate. The organic ... The reactants are BrC=1C=CC(=C(C1)O)OC (5-bromo-2-methoxy-phenol), FC(OCCCOS(=O)(=O)C(F)(F)F)(F)F (trifluoro-methanesulfonic acid 3-trifluoromethoxy-propyl ester), C(=O)([O-])[O-].[K+].[K+] (K2CO3). The product is BrC1=CC(=C(C=C1)OC)OCCCOC(F)(F)F (4-Bromo-1-methoxy-2-(3-trifluoromethoxy-propoxy)-benzene). The solvent is CC#N (MeCN). Reaction conditions: time 8 hour. RXN SMILES: [Br:1][C:2]1[CH:3]=[CH:4][C:5]([O:9][CH3:10])=[C:6]([OH:8])[CH:7]=1.[F:11][C:12]([F:26])([F:25])[O:13][CH2:14][CH2:15][CH2:16]OS(C(F)(F)F)(=O)=O.C([O-])([O-])=O.[K+].[K+]>CC#N>[Br:1][C:2]1[CH:3]=[CH:4][C:5]([O:9][CH3:10])=[C:6]([O:8][CH2:16][CH2:15][CH2:14][O:13][C:12]([F:26])([F:25])[F:11])[CH:7]=1 |f:2.3.4|. Reported procedure: A mixture of 5-bromo-2-methoxy-phenol (1.20 g, 5.62 mmol), crude trifluoro-methanesulfonic acid 3-trifluoromethoxy-propyl ester (2.52 g, 6.74 mmol; purity of 74%) and anhydrous K2CO3 (1.18 g, 8.42 mmol) in MeCN (8 mL) is stirred in a sealed flask at room temperature overnight and then filtered. The combined filtrates are concentrated and the crude product is chromatographed over silica gel (eluent: toluene) to give the title compound as oil. TLC, Rf (toluene/AcOEt 10:1)=0.63. 1H-NMR (CDCl3): δ 2... Starting materials: COC(=O)C(Cc1ccc(OCc2ccc(-c3ccccc3)cc2)cc1)NC(=O)c1ccccc1OCc1ccc(-c2ccccc2)cc1, [Li+], [OH-]. The product is O=C(NC(Cc1ccc(OCc2ccc(-c3ccccc3)cc2)cc1)C(=O)O)c1ccccc1OCc1ccc(-c2ccccc2)cc1. As a reaction SMILES: [CH3:1][O:2][C:3]([CH:4]([CH2:5][c:6]1[cH:7][cH:8][c:9]([O:12][CH2:13][c:14]2[cH:15][cH:16][c:17](-[c:20]3[cH:21][cH:22][cH:23][cH:24][cH:25]3)[cH:18][cH:19]2)[cH:10][cH:11]1)[NH:26][C:27]([c:28]1[c:29]([O:34][CH2:35][c:36]2[cH:37][cH:38][c:39](-[c:42]3[cH:43][cH:44][cH:45][cH:46][cH:47]3)[cH:40][cH:41]2)[cH:30][cH:31][cH:32][cH:33]1)=[O:48])=[O:49].[Li+:51].[OH-:50]>>[O:2]=[C:3]([CH:4]([CH2:5][c:6]1[cH:7][cH:8][c:9]([O:12][CH2:13][c:14]2[cH:15][cH:16][c:17](-[c:20]3[cH:21][cH:22][cH:23][cH:24][cH:25]3)[cH:18][cH:19]2)[cH:10][cH:11]1)[NH:26][C:27]([c:28]1[c:29]([O:34][CH2:35][c:36]2[cH:37][cH:38][c:39](-[c:42]3[cH:43][cH:44][cH:45][cH:46][cH:47]3)[cH:40][cH:41]2)[cH:30][cH:31][cH:32][cH:33]1)=[O:48])[OH:49]. Starting materials: ClC=1C=CC2=C(C(=CO2)CCI)C1 (2-(5-chloro-1-benzofuran-3-yl)ethyl iodide), C(C)(C)N(C(C)C)CC (N,N-diisopropylethylamine), N1(CCNCC1)C=1C=CC=C2C=CC=NC12 (8-piperazino quinoline). Solvent: CS(=O)C (DMSO). Yields the product ClC=1C=CC2=C(C(=CO2)CCN2CCN(CC2)C=2C=CC=C3C=CC=NC23)C1 (8-{4-[2-(5-chloro-1-benzofuran-3-yl)ethyl]-1-piperazinyl}-quinoline). RXN SMILES: [Cl:1][C:2]1[CH:3]=[CH:4][C:5]2[O:9][CH:8]=[C:7]([CH2:10][CH2:11]I)[C:6]=2[CH:13]=1.[N:14]1([C:20]2[CH:21]=[CH:22][CH:23]=[C:24]3[C:29]=2[N:28]=[CH:27][CH:26]=[CH:25]3)[CH2:19][CH2:18][NH:17][CH2:16][CH2:15]1.C(N(CC)C(C)C)(C)C>CS(C)=O>[Cl:1][C:2]1[CH:3]=[CH:4][C:5]2[O:9][CH:8]=[C:7]([CH2:10][CH2:11][N:17]3[CH2:18][CH2:19][N:14]([C:20]4[CH:21]=[CH:22][CH:23]=[C:24]5[C:29]=4[N:28]=[CH:27][CH:26]=[CH:25]5)[CH2:15][CH2:16]3)[C:6]=2[CH:13]=1. Reported procedure: A mixture of 2-(5-chloro-1-benzofuran-3-yl)ethyl iodide (305 mg. 1 mmol) (obtained by the above mentioned process) and 8-piperazino quinoline (213 mg, 1 mmol) was heated at 120° C. in DMSO in the presence of N,N-diisopropylethylamine (5 ml, excess) for 24 hrs. Afterwards, the reaction mixture was quenched with water and extracted with chloroform. The organic layer was washed with water and dried over anhydrous MgSO4 and concentrated to dryness. The dark colored solid was purified by silica-gel c... Reactants: CCN=C=NCCCN(C)C, CCN(C(C)C)C(C)C, Cl, NCC(=O)N1CCN(C(=O)c2ccccc2C(F)(F)F)CC1, CN(C)C=O, O, On1nnc2ccccc21, O=C(O)c1ccc(F)cc1. The product is O=C(NCC(=O)N1CCN(C(=O)c2ccccc2C(F)(F)F)CC1)c1ccc(F)cc1. As a reaction SMILES: [CH3:42][CH2:43][N:44]=[C:45]=[N:46][CH2:47][CH2:48][CH2:49][N:50]([CH3:51])[CH3:52].[CH:1]([N:2]([CH2:3][CH3:4])[CH:5]([CH3:6])[CH3:7])([CH3:8])[CH3:9].[ClH:53].[NH2:10][CH2:11][C:12](=[O:13])[N:14]1[CH2:15][CH2:16][N:17]([C:20]([c:21]2[c:22]([C:27]([F:28])([F:29])[F:30])[cH:23][cH:24][cH:25][cH:26]2)=[O:31])[CH2:18][CH2:19]1.[O:64]=[CH:65][N:66]([CH3:67])[CH3:68].[OH2:69].[OH:32][n:33]1[c:34]2[c:35]([cH:36][cH:37][cH:38][cH:39]2)[n:40][n:41]1.[OH:54][C:55](=[O:56])[c:57]1[cH:58][cH:59][c:60]([F:61])[cH:62][cH:63]1>>[NH:10]([CH2:11][C:12](=[O:13])[N:14]1[CH2:15][CH2:16][N:17]([C:20]([c:21]2[c:22]([C:27]([F:28])([F:29])[F:30])[cH:23][cH:24][cH:25][cH:26]2)=[O:31])[CH2:18][CH2:19]1)[C:55](=[O:54])[c:57]1[cH:58][cH:59][c:60]([F:61])[cH:62][cH:63]1.